Dataset: the Open Reaction Database (ORD), a public repository of structured organic reaction records. Task: describe an organic reaction: reactants, conditions, products, and yield Starting materials: C(C)(C)(C)OC(=O)N1CCN(CC1)NC(=O)C=1C=NC(=C(C1)C1=CC=C(C=C1)Cl)OCC(F)(F)F (4-{[5-(4-Chloro-phenyl)-6-(2,2,2-trifluoro-ethoxy)-pyridine-3-carbonyl]-amino}-piperazine-1-carboxylic acid tert-butyl ester), FC(C(=O)O)(F)F (trifluoroacetic acid). The solvent is ClCCl (dichloromethane). Run at temperature 0 celsius, time 2 hour. The product is FC(C(=O)O)(F)F.ClC1=CC=C(C=C1)C=1C=C(C=NC1OCC(F)(F)F)C(=O)NN1CCNCC1 (5-(4-Chloro-phenyl)-N-piperazin-1-yl-6-(2,2,2-trifluoro-ethoxy)-3-pyridinecarboxamide trifluoroacetate). Yield: 93.2%. RXN SMILES: C(OC([N:8]1[CH2:13][CH2:12][N:11]([NH:14][C:15]([C:17]2[CH:18]=[N:19][C:20]([O:30][CH2:31][C:32]([F:35])([F:34])[F:33])=[C:21]([C:23]3[CH:28]=[CH:27][C:26]([Cl:29])=[CH:25][CH:24]=3)[CH:22]=2)=[O:16])[CH2:10][CH2:9]1)=O)(C)(C)C.[F:36][C:37]([F:42])([F:41])[C:38]([OH:40])=[O:39]>ClCCl>[F:36][C:37]([F:42])([F:41])[C:38]([OH:40])=[O:39].[Cl:29][C:26]1[CH:27]=[CH:28][C:23]([C:21]2[CH:22]=[C:17]([C:15]([NH:14][N:11]3[CH2:10][CH2:9][NH:8][CH2:13][CH2:12]3)=[O:16])[CH:18]=[N:19][C:20]=2[O:30][CH2:31][C:32]([F:34])([F:33])[F:35])=[CH:24][CH:25]=1 |f:3.4|. Reported procedure: 4-{[5-(4-Chloro-phenyl)-6-(2,2,2-trifluoro-ethoxy)-pyridine-3-carbonyl]-amino}-piperazine-1-carboxylic acid tert-butyl ester (1.047 g, 2.03 mmol) was combined with dichloromethane (25 mL) to give a white suspension. Subsequently trifluoroacetic acid (7.4 g, 5 ml, 64.9 mmol) was added at 0° C. and the reaction mixture was stirred at 0° C. for 2 h. The reaction mixture was concentrated in vacuo and the residue was crystallized from ethyl acetate and n-heptane to afford the title compound (1.0 g, q... Reactants: BrC=1C=C(SC1Br)CN(C(=O)NC=1SC=C(N1)COCCOC)CC1=C(C=C(C=C1)OC)OC (1-(4,5-Dibromo-thiophen-2-ylmethyl)-1-(2,4-dimethoxy-benzyl)-3-[4-(2-methoxy-ethoxymethyl)-thiazol-2-yl]-urea), C(=O)(C(F)(F)F)O (TFA), C1(=CC=CC=C1)OC (anisole). The solvent is O (water). Conditions: time 8 hour. Yields the product BrC=1C=C(SC1Br)CNC(=O)NC=1SC=C(N1)COCCOC (1-(4,5-Dibromo-thiophen-2-ylmethyl)-3-[4-(2-methoxy-ethoxymethyl)-thiazol-2-yl]-urea). Reaction SMILES: [Br:1][C:2]1[CH:3]=[C:4]([CH2:8][N:9](CC2C=CC(OC)=CC=2OC)[C:10]([NH:12][C:13]2[S:14][CH:15]=[C:16]([CH2:18][O:19][CH2:20][CH2:21][O:22][CH3:23])[N:17]=2)=[O:11])[S:5][C:6]=1[Br:7].C(O)(C(F)(F)F)=O.C1(OC)C=CC=CC=1>O>[Br:1][C:2]1[CH:3]=[C:4]([CH2:8][NH:9][C:10]([NH:12][C:13]2[S:14][CH:15]=[C:16]([CH2:18][O:19][CH2:20][CH2:21][O:22][CH3:23])[N:17]=2)=[O:11])[S:5][C:6]=1[Br:7]. Procedure details: Deprotection: The 1-(4,5-Dibromo-thiophen-2-ylmethyl)-1-(2,4-dimethoxy-benzyl)-3-[4-(2-methoxy-ethoxymethyl)-thiazol-2-yl]-urea was treated with TFA followed by the addition of a drop of anisole and a drop of water. Stirred overnight at ambient temperature. The volatiles were removed in vacuo and the crude material was purified by taking up in MeOH and filtering to remove insolubles. The filtrate was concentrated in vacuo, and the resulting solid titrated with ether to give the title compound. 1... Starting materials: CC(=O)c1csc(-c2ccc(Br)cc2)c1O, CS(C)=O, NNC(=O)c1ccc(C(=O)NCc2cccnc2)s1. Yields the product CC(=NNC(=O)c1ccc(C(=O)NCc2cccnc2)s1)c1csc(-c2ccc(Br)cc2)c1O. As a reaction SMILES: [Br:1][c:2]1[cH:3][cH:4][c:5](-[c:8]2[s:9][cH:10][c:11]([C:14](=[O:15])[CH3:16])[c:12]2[OH:13])[cH:6][cH:7]1.[CH3:36][S:37]([CH3:38])=[O:39].[cH:17]1[c:18]([CH2:23][NH:24][C:25](=[O:26])[c:27]2[s:28][c:29]([C:32](=[O:33])[NH:34][NH2:35])[cH:30][cH:31]2)[cH:19][cH:20][cH:21][n:22]1>>[Br:1][c:2]1[cH:3][cH:4][c:5](-[c:8]2[s:9][cH:10][c:11]([C:14]([CH3:16])=[N:35][NH:34][C:32]([c:29]3[s:28][c:27]([C:25]([NH:24][CH2:23][c:18]4[cH:17][n:22][cH:21][cH:20][cH:19]4)=[O:26])[cH:31][cH:30]3)=[O:33])[c:12]2[OH:13])[cH:6][cH:7]1. Solvent: O1CCCC1 (tetrahydrofuran), O1CCCC1 (tetrahydrofuran), CCCCCC (n-hexane), O (water). Product: ClC1=CC=C(C=C1)C(O)(C=1N(C(=C(N1)C)C)C=CC)C1=CC=C(C=C1)Cl (α,α-Bis(p-chlorophenyl)-4,5-dimethyl-1-(1-propenyl)imidazole-2-methanol). Procedure: In the course of one hour, 40 ml. (0.085 mol) of a 20% butyl lithium solution in n-hexane were added dropwise with stirring, under a nitrogen atmosphere at -60° C. to a solution of 10.4 g (0.0765 mol) of 1-allyl-4,5-dimethyl-imidazole and 9.3 g (0.080 mol) of N,N,N',N'-tetramethylethylenediamine in 125 ml. of anhydrous tetrahydrofuran. Stirring was continued for another two hours at -60° C. and then 19.5 g (0.078 mol) of 4,4'-dichlorobenzophenone in 100 ml of anhydrous tetrahydrofuran were added... RXN SMILES: C([Li])CCC.[CH2:6]([N:9]1[C:13]([CH3:14])=[C:12]([CH3:15])[N:11]=[CH:10]1)[CH:7]=[CH2:8].CN(C)CCN(C)C.[Cl:24][C:25]1[CH:39]=[CH:38][C:28]([C:29]([C:31]2[CH:36]=[CH:35][C:34]([Cl:37])=[CH:33][CH:32]=2)=[O:30])=[CH:27][CH:26]=1.C(=O)=O>CCCCCC.O1CCCC1.O>[Cl:24][C:25]1[CH:39]=[CH:38][C:28]([C:29]([C:31]2[CH:36]=[CH:35][C:34]([Cl:37])=[CH:33][CH:32]=2)([C:10]2[N:9]([CH:6]=[CH:7][CH3:8])[C:13]([CH3:14])=[C:12]([CH3:15])[N:11]=2)[OH:30])=[CH:27][CH:26]=1. Reaction conditions: time 2 hour. Reactants: ClC1=CC=C(C(=O)C2=CC=C(C=C2)Cl)C=C1 (4,4'-dichlorobenzophenone), C(CCC)[Li] (butyl lithium), C(=O)=O (carbon dioxide), C(C=C)N1C=NC(=C1C)C (1-allyl-4,5-dimethyl-imidazole), CN(CCN(C)C)C (N,N,N',N'-tetramethylethylenediamine). Reactants: CC1OC2=C(NC1=O)C=C(C=C2)CCl ((±)-2-methyl-3-oxo-6-chloromethyl-3,4-dihydro-2H-1,4-benzoxazine), N1C=NC=C1 (imidazole). Solvent: CS(=O)C (dimethyl sulfoxide). Run at temperature 70 celsius, time 8 hour. Product: CC1OC2=C(NC1=O)C=C(C=C2)CN2C=NC=C2 ((±)-2-Methyl-3-oxo-6-[(1-imidazolyl)-methyl]-3,4-dihydro-2H-1,4-benzoxazine). The yield is 65.5%. As a reaction SMILES: [CH3:1][CH:2]1[C:7](=[O:8])[NH:6][C:5]2[CH:9]=[C:10]([CH2:13]Cl)[CH:11]=[CH:12][C:4]=2[O:3]1.[NH:15]1[CH:19]=[CH:18][N:17]=[CH:16]1>CS(C)=O>[CH3:1][CH:2]1[C:7](=[O:8])[NH:6][C:5]2[CH:9]=[C:10]([CH2:13][N:15]3[CH:19]=[CH:18][N:17]=[CH:16]3)[CH:11]=[CH:12][C:4]=2[O:3]1. Procedure details: 1.25 g (5.9 mmol) of (±)-2-methyl-3-oxo-6-chloromethyl-3,4-dihydro-2H-1,4-benzoxazine is dissolved in 12.5 ml of dimethyl sulfoxide, mixed with 0.804 g (11.8 mmol) of imidazole and stirred for 8 hours at 70° C. After stirring overnight at room temperature, the reaction mixture is spun on an oil pump until dry, and the residue is chromatographed on silica gel (mobile solvent: methylene chloride/ethanol). 940 mg (65.7%) of the desired imidazole compound is obtained, melting point 219-222° C. Starting materials: C(C)(C)(C)OC(=O)N[C@H](C[C@H]1[C@@H](NC(O1)=O)CC1=CC=CC=C1)CC1=CC=CC=C1 ((4S,5S)-5-((2S)-2-t-butyloxycarbonylamino-3-phenylpropyl)-4-benzyl-1,3-oxazolidin-2-one), C1CCOC1 (THF). Run in C(Cl)Cl (methylene chloride), Cl (HCl). Conditions: temperature 70 celsius, time 1 hour. Yields the product N[C@H](C[C@H]1[C@@H](NC(O1)=O)CC1=CC=CC=C1)CC1=CC=CC=C1 ((4S,5S)-5-((2S)-2-amino-3-phenylpropyl)-4-benzyl-1,3-oxazolidin-2-one). Reaction SMILES: C(OC([NH:8][C@@H:9]([CH2:24][C:25]1[CH:30]=[CH:29][CH:28]=[CH:27][CH:26]=1)[CH2:10][C@@H:11]1[O:15][C:14](=[O:16])[NH:13][C@H:12]1[CH2:17][C:18]1[CH:23]=[CH:22][CH:21]=[CH:20][CH:19]=1)=O)(C)(C)C.C1COCC1>Cl.C(Cl)Cl>[NH2:8][C@@H:9]([CH2:24][C:25]1[CH:30]=[CH:29][CH:28]=[CH:27][CH:26]=1)[CH2:10][C@@H:11]1[O:15][C:14](=[O:16])[NH:13][C@H:12]1[CH2:17][C:18]1[CH:23]=[CH:22][CH:21]=[CH:20][CH:19]=1. Procedure: The crude, wet product of Example 3a was slurried in 1N HCl (192 mL) and the slurry was heated to 70° C. with stirring. After 1 hour, THF (100 mL) was added and stirring at 65° C. was continued for 4 hours. The mixture was then allowed to cool to 20-25° C. and was stirred overnight at 20-25° C. The THF was removed by evaporation under vacuum and the resulting aqueous solution was cooled to about 5° C., causing some precipitation to occur. The aqueous mixture was adjusted to pH 7 by addition of 5...